Task: describe an organic reaction: reactants, conditions, products, and yield. Dataset: the Open Reaction Database (ORD), a public repository of structured organic reaction records Reactants: Intermediate A3, C(CO)(=O)OC (methyl glycolate), NC1=NC=C(C=C1)C (2-amino-5-picoline). Yields the product OCC(=O)NC1=NC=C(C=C1)C (2-hydroxy-N-(5-methylpyridin-2-yl)acetamide). RXN SMILES: [C:1]([O:5]C)(=O)[CH2:2][OH:3].[NH2:7][C:8]1[CH:13]=[CH:12][C:11]([CH3:14])=[CH:10][N:9]=1>>[OH:3][CH2:2][C:1]([NH:7][C:8]1[CH:13]=[CH:12][C:11]([CH3:14])=[CH:10][N:9]=1)=[O:5]. Procedure: The title compound was prepared in a manner similar to that described for Intermediate A3, starting from methyl glycolate and 2-amino-5-picoline, 1H NMR (300 MHz, CDCl3) δ 9.24 (br s, 1H), 8.19 (d, 1H), 8.07 (d, 1H), 7.57 (dd, 1H), 5.59 (br s, 1H), 4.26 (s, 2H), 2.31 (s, 3H). Starting materials: NCC(=O)NCC(=O)NCC(=O)N (glycylglycylglycinamide), C(C(C)C)=O (isobutyraldehyde). The product is C(C)(C)C1N(C(CN1)=O)CC(=O)NCC(=O)N (2-(2-Isopropyl-5-oxo-1-imidazolidineacetamido)acetamide). Reaction SMILES: [NH2:1][CH2:2][C:3]([NH:5][CH2:6][C:7]([NH:9][CH2:10][C:11]([NH2:13])=[O:12])=[O:8])=[O:4].[CH:14](=O)[CH:15]([CH3:17])[CH3:16]>>[CH:15]([CH:17]1[NH:1][CH2:2][C:3](=[O:4])[N:5]1[CH2:6][C:7]([NH:9][CH2:10][C:11]([NH2:13])=[O:12])=[O:8])([CH3:16])[CH3:14]. Procedure: The same procedure of example 9, starting from glycylglycylglycinamide and isobutyraldehyde, afforded the title compound as a white hygroscopic solid, m.p. 65°-70° C. Mass spectrum (E.I., 70 eV, 1.5 mA), m/z=199 (M+ --C3H7).